From a dataset of the Open Reaction Database (ORD), a public repository of structured organic reaction records. describe an organic reaction: reactants, conditions, products, and yield Starting materials: O=C([O-])[O-], COC(=O)Cc1cccc(OCCCBr)c1, CC#N, [I-], [K+], [K+], [Na+], CC(CN)c1ccccc1. Yields the product COC(=O)Cc1cccc(OCCCNCC(C)c2ccccc2)c1. As a reaction SMILES: [C:29](=[O:30])([O-:31])[O-:32].[CH3:1][O:2][C:3]([CH2:4][c:5]1[cH:6][c:7]([O:11][CH2:12][CH2:13][CH2:14][Br:15])[cH:8][cH:9][cH:10]1)=[O:16].[CH3:35][C:36]#[N:37].[I-:28].[K+:33].[K+:34].[Na+:27].[c:17]1([CH:23]([CH2:24][NH2:25])[CH3:26])[cH:18][cH:19][cH:20][cH:21][cH:22]1>>[CH3:1][O:2][C:3]([CH2:4][c:5]1[cH:6][c:7]([O:11][CH2:12][CH2:13][CH2:14][NH:25][CH2:24][CH:23]([c:17]2[cH:18][cH:19][cH:20][cH:21][cH:22]2)[CH3:26])[cH:8][cH:9][cH:10]1)=[O:16].